This data is from the Open Reaction Database (ORD), a public repository of structured organic reaction records. The task is: describe an organic reaction: reactants, conditions, products, and yield Reactants: [H-].[Na+] (sodium hydride), CNC1=CC=CC=C1 (N-methylaniline), BrCC1=CC=C2C=C(C=NC2=C1)C(=O)OC (methyl 7-bromomethylquinoline-3-carboxylate). Solvent: CN(C)C=O (DMF), CN(C)C=O (DMF). Conditions: time 5 minute. Yields the product CN(C1=CC=CC=C1)CC1=CC=C2C=C(C=NC2=C1)C(=O)OC (methyl 7-(methylphenylamino)methylquinoline-3-carboxylate). Yield: 56.2%. As a reaction SMILES: [CH3:1][NH:2][C:3]1[CH:8]=[CH:7][CH:6]=[CH:5][CH:4]=1.[H-].[Na+].Br[CH2:12][C:13]1[CH:22]=[C:21]2[C:16]([CH:17]=[C:18]([C:23]([O:25][CH3:26])=[O:24])[CH:19]=[N:20]2)=[CH:15][CH:14]=1>CN(C=O)C>[CH3:1][N:2]([CH2:12][C:13]1[CH:22]=[C:21]2[C:16]([CH:17]=[C:18]([C:23]([O:25][CH3:26])=[O:24])[CH:19]=[N:20]2)=[CH:15][CH:14]=1)[C:3]1[CH:8]=[CH:7][CH:6]=[CH:5][CH:4]=1 |f:1.2|. Reported procedure: In a nitrogen atmosphere, N-methylaniline (383 mg, 3.57 mmol.) was dissolved in DMF (5 mL). Under chilling with ice, 60% sodium hydride (157 mg, 3.93 mmol.) was added to the resulting solution and the mixture was stirred at room temperature for 5 minutes. Under chilling with ice, to this was added dropwise methyl 7-bromomethylquinoline-3-carboxylate (1.0 g, 3.57 mmol.) in dry DMF (10 mL). The resulting mixture was stirred overnight at room temperature. The solvent was distilled off under reduced... Starting materials: CC#N, CN1CC(=NO)c2c(ccn2CCCCCl)S1(=O)=O, Cl, O=C(c1ccc(F)cc1)C1CCNCC1, [I-], [Na+], [Na+], O=C([O-])O. The product is CN1CC(=NO)c2c(ccn2CCCCN2CCC(C(=O)c3ccc(F)cc3)CC2)S1(=O)=O. Reaction SMILES: [CH3:43][C:44]#[N:45].[Cl:1][CH2:2][CH2:3][CH2:4][CH2:5][n:6]1[cH:7][cH:8][c:9]2[c:10]1[C:11](=[N:18][OH:19])[CH2:12][N:13]([CH3:17])[S:14]2(=[O:15])=[O:16].[ClH:20].[F:21][c:22]1[cH:23][cH:24][c:25]([C:26](=[O:27])[CH:28]2[CH2:29][CH2:30][NH:31][CH2:32][CH2:33]2)[cH:34][cH:35]1.[I-:42].[Na+:36].[Na+:41].[OH:37][C:38](=[O:39])[O-:40]>>[CH2:2]([CH2:3][CH2:4][CH2:5][n:6]1[cH:7][cH:8][c:9]2[c:10]1[C:11](=[N:18][OH:19])[CH2:12][N:13]([CH3:17])[S:14]2(=[O:15])=[O:16])[N:31]1[CH2:30][CH2:29][CH:28]([C:26]([c:25]2[cH:24][cH:23][c:22]([F:21])[cH:35][cH:34]2)=[O:27])[CH2:33][CH2:32]1.